From a dataset of the Open Reaction Database (ORD), a public repository of structured organic reaction records. describe an organic reaction: reactants, conditions, products, and yield The reactants are O=C(N=C=S)c1ccccc1, C[Si](C)(C)N(C(=O)C(F)(F)F)[Si](C)(C)C, CCOC(C)=O, NC1(c2cc(Br)ccc2F)COCC1CO, C1CCOC1. Reaction SMILES: [C:32]([c:33]1[cH:34][cH:35][cH:36][cH:37][cH:38]1)(=[O:39])[N:40]=[C:41]=[S:42].[CH3:17][Si:18]([N:19]([Si:20]([CH3:21])([CH3:22])[CH3:23])[C:24](=[O:25])[C:26]([F:27])([F:28])[F:29])([CH3:30])[CH3:31].[CH3:48][CH2:49][O:50][C:51](=[O:52])[CH3:53].[NH2:1][C:2]1([c:9]2[c:10]([F:16])[cH:11][cH:12][c:13]([Br:15])[cH:14]2)[CH:3]([CH2:7][OH:8])[CH2:4][O:5][CH2:6]1.[O:43]1[CH2:44][CH2:45][CH2:46][CH2:47]1>>[NH:1]([C:2]1([c:9]2[c:10]([F:16])[cH:11][cH:12][c:13]([Br:15])[cH:14]2)[CH:3]([CH2:7][OH:8])[CH2:4][O:5][CH2:6]1)[C:41]([NH:40][C:32]([c:33]1[cH:34][cH:35][cH:36][cH:37][cH:38]1)=[O:39])=[S:42]. The product is O=C(NC(=S)NC1(c2cc(Br)ccc2F)COCC1CO)c1ccccc1. Starting materials: COc1cc(C=O)cc(OC)c1, CC(=O)O, CO, Nc1n[nH]c2ncnc(Nc3cccc(Cl)c3)c12, O. The product is COc1cc(CNc2n[nH]c3ncnc(Nc4cccc(Cl)c4)c23)cc(OC)c1. RXN SMILES: [CH3:1][O:2][c:3]1[cH:4][c:5]([CH:6]=[O:7])[cH:8][c:9]([O:11][CH3:12])[cH:10]1.[CH3:31][C:32](=[O:33])[OH:34].[CH3:36][OH:37].[NH2:13][c:14]1[n:15][nH:16][c:17]2[n:18][cH:19][n:20][c:21]([NH:23][c:24]3[cH:25][c:26]([Cl:30])[cH:27][cH:28][cH:29]3)[c:22]12.[OH2:35]>>[CH3:1][O:2][c:3]1[cH:4][c:5]([CH2:6][NH:13][c:14]2[n:15][nH:16][c:17]3[n:18][cH:19][n:20][c:21]([NH:23][c:24]4[cH:25][c:26]([Cl:30])[cH:27][cH:28][cH:29]4)[c:22]23)[cH:8][c:9]([O:11][CH3:12])[cH:10]1. The reactants are O=Cc1c(Br)ccc2c1OCO2, CC(C)=O, [K+], O=[Mn](=O)(=O)[O-], O=[Mn](=O)(=O)[O-], O. The product is O=C(O)c1c(Br)ccc2c1OCO2. As a reaction SMILES: [Br:7][c:8]1[c:9]([CH:17]=[O:18])[c:10]2[c:11]([cH:15][cH:16]1)[O:12][CH2:13][O:14]2.[CH3:25][C:26](=[O:27])[CH3:28].[K+:6].[Mn:1]([O-:2])(=[O:3])(=[O:4])=[O:5].[O-:19][Mn:20](=[O:21])(=[O:22])=[O:23].[OH2:24]>>[Br:7][c:8]1[c:9]([C:17](=[O:18])[OH:19])[c:10]2[c:11]([cH:15][cH:16]1)[O:12][CH2:13][O:14]2. Starting materials: CC#N, O=C(Cl)c1ccc(CCl)cc1, NCCN1CCOCC1. Product: O=C(NCCN1CCOCC1)c1ccc(CCl)cc1. RXN SMILES: [CH3:21][C:22]#[N:23].[Cl:1][CH2:2][c:3]1[cH:4][cH:5][c:6]([C:7](=[O:8])[Cl:9])[cH:10][cH:11]1.[O:12]1[CH2:13][CH2:14][N:15]([CH2:18][CH2:19][NH2:20])[CH2:16][CH2:17]1>>[Cl:1][CH2:2][c:3]1[cH:4][cH:5][c:6]([C:7](=[O:8])[NH:20][CH2:19][CH2:18][N:15]2[CH2:14][CH2:13][O:12][CH2:17][CH2:16]2)[cH:10][cH:11]1. Yield: 37.5%. RXN SMILES: [C:1]([C:5]1[CH:6]=[C:7]([C@H:11]2[CH2:16][C@@H:15]([C:17]3[O:21][NH:20][C:19](=[O:22])[CH:18]=3)[CH2:14][CH2:13][N:12]2C(OC)=O)[CH:8]=[CH:9][CH:10]=1)([CH3:4])([CH3:3])[CH3:2].Br>>[C:1]([C:5]1[CH:6]=[C:7]([C@H:11]2[CH2:16][C@@H:15]([C:17]3[O:21][NH:20][C:19](=[O:22])[CH:18]=3)[CH2:14][CH2:13][NH:12]2)[CH:8]=[CH:9][CH:10]=1)([CH3:4])([CH3:2])[CH3:3]. Reported procedure: (2R,4S)-Methyl 2-(3-tert-butylphenyl)-4-(3-oxo-2,3-dihydroisoxazol-5-yl)piperidine-1-carboxylate (0.340 g, 0.95 mmol) was dissolved in hydrogen bromide (33% in acetic acid, 5.49 mL, 31.35 mmol) and the solution stirred at room temperature overnight. The solvent was evaporated and the residue purified by preparative HPLC (Instrument: FractionLynx II, Mobilphase: gradient 5-95% MeCN in 0.2% NH3, pH 10, Column: Xbridge Prep C18 5 μm OBD 19*150 mm) to yield 5-((2R,4S)-2-(3-tert-butylphenyl)piperidin... The product is C(C)(C)(C)C=1C=C(C=CC1)[C@@H]1NCC[C@@H](C1)C1=CC(NO1)=O (5-((2R,4S)-2-(3-tert-butylphenyl)piperidin-4-yl)isoxazol-3(2H)-one). Run at time 8 hour. Starting materials: C(C)(C)(C)C=1C=C(C=CC1)[C@@H]1N(CC[C@@H](C1)C1=CC(NO1)=O)C(=O)OC ((2R,4S)-Methyl 2-(3-tert-butylphenyl)-4-(3-oxo-2,3-dihydroisoxazol-5-yl)piperidine-1-carboxylate), Br (hydrogen bromide). Reactants: 0C, [C-]#N.[Na+] (sodium cyanide), BrC1=CC=C(C=C1)C=1N=C(OC1)C1CC1 (4-(4-bromophenyl)-2-cyclopropyl-1,3-oxazole), [Cu](C#N)C#N (copper cyanide), 185C. The solvent is CN1CCCC1=O (NMP). Yields the product C1(CC1)C=1OC=C(N1)C1=CC=C(C#N)C=C1 (4-(2-cyclopropy-1,3-oxazol-4-yl)benzonitrile). Yield: 70.6%. As a reaction SMILES: Br[C:2]1[CH:7]=[CH:6][C:5]([C:8]2[N:9]=[C:10]([CH:13]3[CH2:15][CH2:14]3)[O:11][CH:12]=2)=[CH:4][CH:3]=1.[Cu](C#N)[C:17]#[N:18].[C-]#N.[Na+]>CN1C(=O)CCC1>[CH:13]1([C:10]2[O:11][CH:12]=[C:8]([C:5]3[CH:6]=[CH:7][C:2]([C:17]#[N:18])=[CH:3][CH:4]=3)[N:9]=2)[CH2:15][CH2:14]1 |f:2.3|. Procedure details: To a solution of 4-(4-bromophenyl)-2-cyclopropyl-1,3-oxazole (1.78 g, 6.74 mmol) in NMP (25 mL) was added copper cyanide (4.22 g, 47.12 mmol). The mixture was heated to 185C for 4 h. Upon cooling, the mixture was poured into a 0C solution of 5% aqueous sodium cyanide (60 ml). The aqueous phase was extracted with Et2O. The combined organic phases were washed with, 5% aqueous sodium cyanide, water, and brine, dried with MgSO4 and concentrated in vacuo. The crude material was purified by flash chro... Reactants: C1COCCO1, C[Sn](C)(C)c1ccccn1, O=c1[nH]c(=O)n(C2CC(O)C(CO)O2)cc1I, Cl[Pd]Cl, c1ccc(P(c2ccccc2)c2ccccc2)cc1, c1ccc(P(c2ccccc2)c2ccccc2)cc1. Product: O=c1[nH]c(=O)n(C2CC(O)C(CO)O2)cc1-c1ccccn1. Reaction SMILES: [CH2:69]1[O:70][CH2:71][CH2:72][O:73][CH2:74]1.[CH3:18][Sn:19]([c:20]1[n:21][cH:22][cH:23][cH:24][cH:25]1)([CH3:26])[CH3:27].[I:1][c:2]1[c:3](=[O:17])[nH:4][c:5](=[O:16])[n:6]([CH:7]2[CH2:8][CH:9]([OH:10])[CH:11]([CH2:12][OH:13])[O:14]2)[cH:15]1.[Pd:28]([Cl:29])[Cl:30].[c:31]1([P:32]([c:33]2[cH:34][cH:35][cH:36][cH:37][cH:38]2)[c:39]2[cH:40][cH:41][cH:42][cH:43][cH:44]2)[cH:45][cH:46][cH:47][cH:48][cH:49]1.[c:50]1([P:51]([c:52]2[cH:53][cH:54][cH:55][cH:56][cH:57]2)[c:58]2[cH:59][cH:60][cH:61][cH:62][cH:63]2)[cH:64][cH:65][cH:66][cH:67][cH:68]1>>[c:2]1(-[c:20]2[n:21][cH:22][cH:23][cH:24][cH:25]2)[c:3](=[O:17])[nH:4][c:5](=[O:16])[n:6]([CH:7]2[CH2:8][CH:9]([OH:10])[CH:11]([CH2:12][OH:13])[O:14]2)[cH:15]1.